From a dataset of the Open Reaction Database (ORD), a public repository of structured organic reaction records. describe an organic reaction: reactants, conditions, products, and yield The reactants are CC1=NN(C=C1)C1=CC=C(C(=O)O)C=C1 (4-(3-methylpyrazol-1-yl)benzoic acid), C(C(=O)Cl)(=O)Cl (oxalyl chloride). The reagents and catalysts are CN(C=O)C (dimethylformamide). Solvent: ClCCl (dichloromethane). Run at time 18 hour. The product is CC1=NN(C=C1)C1=CC=C(C(=O)Cl)C=C1 (4-(3-methylpyrazol-1-yl)benzoyl chloride). Isolated yield 87.7%. As a reaction SMILES: [CH3:1][C:2]1[CH:6]=[CH:5][N:4]([C:7]2[CH:15]=[CH:14][C:10]([C:11](O)=[O:12])=[CH:9][CH:8]=2)[N:3]=1.C(Cl)(=O)C([Cl:19])=O>ClCCl.CN(C)C=O>[CH3:1][C:2]1[CH:6]=[CH:5][N:4]([C:7]2[CH:15]=[CH:14][C:10]([C:11]([Cl:19])=[O:12])=[CH:9][CH:8]=2)[N:3]=1. Reported procedure: To a suspension of 4-(3-methylpyrazol-1-yl)benzoic acid (1.84 g) in dichloromethane (25 ml) was added oxalyl chloride (1.16 g) and one drop of dimethylformamide. The mixture was stirred at room temperature for 18 hours and the volatile material was removed under reduced pressure. Dichloromethane was added, the solution filtered, and the solvent evaporated under reduced pressure to yield 4-(3-methylpyrazol-1-yl)benzoyl chloride as a yellow oil (1.76 g), which was utilized without further purifica... The reactants are C(CCC)[Li] (n-Butyllithium), solution, BrC=1C=NC=CC1 (3-bromopyridine), C(C)B(OC)CC (diethylmethoxyborane), solution. The solvent is hexanes, CCOCC (ether), C(C)OC(C)=O (ethylacetate), O1CCCC1 (tetrahydrofuran). Reaction conditions: temperature -40 celsius, time 5 minute. The product is C(C)B(C=1C=NC=CC1)CC (Diethyl(3-pyridyl)borane). As a reaction SMILES: C([Li])CCC.Br[C:7]1[CH:8]=[N:9][CH:10]=[CH:11][CH:12]=1.[CH2:13]([B:15]([CH2:18][CH3:19])OC)[CH3:14]>CCOCC.O1CCCC1.C(OC(=O)C)C>[CH2:13]([B:15]([CH2:18][CH3:19])[C:7]1[CH:8]=[N:9][CH:10]=[CH:11][CH:12]=1)[CH3:14]. Procedure: n-Butyllithium (25.6 ml of a 2.5M solution in hexanes, 64 mmol) was added as a rapid stream of droplets to a solution of 3-bromopyridine (10.04 g, 64 mmol) in ether (200 ml) at -40° C., under nitrogen. The addition was carried out over 5 minutes and the reaction temperature was maintained below -40° C. throughout. The reaction was stirred at -40° C. for 20 minutes and then cooled to -70° C. whereupon diethylmethoxyborane in tetrahydrofuran (64.0 ml of a 1M solution, 64 mmol) was added as a rapid...